From a dataset of the Open Reaction Database (ORD), a public repository of structured organic reaction records. describe an organic reaction: reactants, conditions, products, and yield The reactants are C[Mg]Br (methyl magnesium bromide), C(C)OCC (diethyl ether), C(C)(=O)C1=CC=C(C(=O)NC2=C(C(=O)NC3=CC=C(C=C3)OC)C=CC=C2)C=C1 (2-(4-acetylbenzoylamino)-N-(4-methoxyphenyl)benzamide). The solvent is O1CCCC1 (tetrahydrofuran). Conditions: time 1 hour. Product: OC(C)(C)C1=CC=C(C(=O)NC2=C(C(=O)NC3=CC=C(C=C3)OC)C=CC=C2)C=C1 (2-[4-(1-Hydroxy-1-methylethyl)benzoylamino]-N-(4-methoxyphenyl)benzamide). The yield is 14.0%. Reaction SMILES: [C:1]([C:4]1[CH:29]=[CH:28][C:7]([C:8]([NH:10][C:11]2[CH:27]=[CH:26][CH:25]=[CH:24][C:12]=2[C:13]([NH:15][C:16]2[CH:21]=[CH:20][C:19]([O:22][CH3:23])=[CH:18][CH:17]=2)=[O:14])=[O:9])=[CH:6][CH:5]=1)(=[O:3])[CH3:2].[CH3:30][Mg]Br.C(OCC)C>O1CCCC1>[OH:3][C:1]([C:4]1[CH:29]=[CH:28][C:7]([C:8]([NH:10][C:11]2[CH:27]=[CH:26][CH:25]=[CH:24][C:12]=2[C:13]([NH:15][C:16]2[CH:21]=[CH:20][C:19]([O:22][CH3:23])=[CH:18][CH:17]=2)=[O:14])=[O:9])=[CH:6][CH:5]=1)([CH3:30])[CH3:2]. Procedure: To a solution of 2-(4-acetylbenzoylamino)-N-(4-methoxyphenyl)benzamide (161 mg, 0.410 mmol) in tetrahydrofuran (10 mL) cooled to 0° C. was added 3 M methyl magnesium bromide in diethyl ether (0.2 mL, 0.6 mmol). After 1 h, the reaction mixture was quenched with saturated aqueous ammonium chloride solution (2 mL), diluted with ether, and washed with water. The organic layer. was dried (magnesium sulfate), filtered, and concentrated in vacuo. The residue was chromatographed (silica gel, 15% ethyl a...